From a dataset of the Open Reaction Database (ORD), a public repository of structured organic reaction records. describe an organic reaction: reactants, conditions, products, and yield Reactants: CC(C)(C)[Si](OCC(I)CCC(=O)O)(c1ccccc1)c1ccccc1, CC(C)(C)[Si](OCC(O)CCC(=O)O)(c1ccccc1)c1ccccc1, COS(=O)(=O)OC, CC(=O)[S-], CCO, CS(C)=O, Cc1ccccc1, I, [Na+], [OH-], c1ccc(P(c2ccccc2)c2ccccc2)cc1, c1c[nH]cn1. Product: CC(=O)SC(CCC(=O)O)CO[Si](c1ccccc1)(c1ccccc1)C(C)(C)C. RXN SMILES: [C:36]([Si:37]([c:38]1[cH:39][cH:40][cH:41][cH:42][cH:43]1)([c:44]1[cH:45][cH:46][cH:47][cH:48][cH:49]1)[O:50][CH2:51][CH:52]([I:53])[CH2:54][CH2:55][C:56]([OH:57])=[O:58])([CH3:59])([CH3:60])[CH3:61].[C:3]([CH3:4])([CH3:5])([CH3:6])[Si:7]([O:8][CH2:9][CH:10]([CH2:11][CH2:12][C:13](=[O:14])[OH:15])[OH:16])([c:17]1[cH:18][cH:19][cH:20][cH:21][cH:22]1)[c:23]1[cH:24][cH:25][cH:26][cH:27][cH:28]1.[CH3:29][O:30][S:31]([O:32][CH3:33])(=[O:34])=[O:35].[CH3:87][C:88]([S-:89])=[O:90].[CH3:91][CH2:92][OH:93].[CH3:94][S:95](=[O:96])[CH3:97].[CH3:98][c:99]1[cH:100][cH:101][cH:102][cH:103][cH:104]1.[I:86].[Na+:2].[OH-:1].[c:62]1([P:63]([c:64]2[cH:65][cH:66][cH:67][cH:68][cH:69]2)[c:70]2[cH:71][cH:72][cH:73][cH:74][cH:75]2)[cH:76][cH:77][cH:78][cH:79][cH:80]1.[nH:81]1[cH:82][cH:83][n:84][cH:85]1>>[C:3]([CH3:4])([CH3:5])([CH3:6])[Si:7]([O:8][CH2:9][CH:10]([CH2:11][CH2:12][C:13](=[O:14])[OH:15])[S:89][C:88]([CH3:87])=[O:90])([c:17]1[cH:18][cH:19][cH:20][cH:21][cH:22]1)[c:23]1[cH:24][cH:25][cH:26][cH:27][cH:28]1. Run at temperature 0 celsius, time 1 hour. Reagents/catalysts: [Br-].C[P+](C1=CC=CC=C1)(C1=CC=CC=C1)C1=CC=CC=C1 (Methyltriphenylphosphonium bromide). The solvent is O1CCCC1 (tetrahydrofuran), O1CCCC1 (tetrahydrofuran). The yield is 95.0%. The product is BrC1=C2C(=CN(C2=CC=C1)CC1=CC=C(C=C1)OC)C=C (4-Bromo-1-(4-methoxybenzyl)-3-vinyl-1H-indole). Reactants: C(CCC)[Li] (n-butyl lithium), BrC1=C2C(=CN(C2=CC=C1)CC1=CC=C(C=C1)OC)C=O (4-Bromo-1-(4-methoxybenzyl)-1H-indol-3-carboaldehyde). Reaction SMILES: [CH2:1]([Li])CCC.[Br:6][C:7]1[CH:15]=[CH:14][CH:13]=[C:12]2[C:8]=1[C:9]([CH:25]=O)=[CH:10][N:11]2[CH2:16][C:17]1[CH:22]=[CH:21][C:20]([O:23][CH3:24])=[CH:19][CH:18]=1>[Br-].C[P+](C1C=CC=CC=1)(C1C=CC=CC=1)C1C=CC=CC=1.O1CCCC1>[Br:6][C:7]1[CH:15]=[CH:14][CH:13]=[C:12]2[C:8]=1[C:9]([CH:25]=[CH2:1])=[CH:10][N:11]2[CH2:16][C:17]1[CH:22]=[CH:21][C:20]([O:23][CH3:24])=[CH:19][CH:18]=1 |f:2.3|. Procedure: Methyltriphenylphosphonium bromide (1.14 g) was suspended in tetrahydrofuran (6.0 mL), and to this solution was added n-butyl lithium (in 2.64 M hexane solution of 1.16 mL) at −78° C. The mixture was stirred at 0° C. for 1 hour and then a solution of compound (48a) (0.91 g) in tetrahydrofuran (2.0 mL) was added thereto, followed by stirring at room temperature for 1 hour. The reaction solution was partitioned with ethyl acetate and water, and the organic layer was washed with saturated brine, dr... Starting materials: C1(CC1)C1=C(NC=2C=NN(C(C21)=O)COCC[Si](C)(C)C)C2=C1C=CC(OC1=C(C=C2)OC(F)F)(C)C (3-cyclopropyl-2-(8-difluoromethoxy-2,2-dimethyl-2H-chromen-5-yl)-5-(2-trimethylsilylethoxymethyl)-1,5-dihydropyrrolo-[2,3-d]pyridazin-4-one), ClC1=C(N(C=2C=NNC(C21)=O)COCC[Si](C)(C)C)C2=CC(=C(C=C2)OC(F)F)OC2CC2 (3-chloro-2-(3-cyclopropoxy-4-difluoromethoxyphenyl)-1-(2-trimethylsilylethoxymethyl)-1,5-dihydropyrrolo[2,3-d]-pyridazin-4-one). The product is Cl.C1(CC1)C1=C(NC=2C=NNC(C21)=O)C2=C1C=CC(OC1=C(C=C2)OC(F)F)(C)C (3-Cyclopropyl-2-(8-difluoromethoxy-2,2-dimethyl-2H-chromen-5-yl)-1,5-dihydropyrrolo[2,3-d]pyridazin-4-one HCl). Reaction SMILES: [CH:1]1([C:4]2[C:12]3[C:11](=[O:13])[N:10](COCC[Si](C)(C)C)[N:9]=[CH:8][C:7]=3[NH:6][C:5]=2[C:22]2[CH:31]=[CH:30][C:29]([O:32][CH:33]([F:35])[F:34])=[C:28]3[C:23]=2[CH:24]=[CH:25][C:26]([CH3:37])([CH3:36])[O:27]3)[CH2:3][CH2:2]1.[Cl:38]C1C2C(=O)NN=CC=2N(COCC[Si](C)(C)C)C=1C1C=CC(OC(F)F)=C(OC2CC2)C=1>>[ClH:38].[CH:1]1([C:4]2[C:12]3[C:11](=[O:13])[NH:10][N:9]=[CH:8][C:7]=3[NH:6][C:5]=2[C:22]2[CH:31]=[CH:30][C:29]([O:32][CH:33]([F:35])[F:34])=[C:28]3[C:23]=2[CH:24]=[CH:25][C:26]([CH3:37])([CH3:36])[O:27]3)[CH2:2][CH2:3]1 |f:2.3|. Procedure details: Reaction was carried out in the same manner as in Example 6-(c) except for using 900 mg (1.70 mmol) of 3-cyclopropyl-2-(8-difluoromethoxy-2,2-dimethyl-2H-chromen-5-yl)-5-(2-trimethylsilylethoxymethyl)-1,5-dihydropyrrolo-[2,3-d]pyridazin-4-one obtained in Example 55-(b) in place of 3-chloro-2-(3-cyclopropoxy-4-difluoromethoxyphenyl)-1-(2-trimethylsilylethoxymethyl)-1,5-dihydropyrrolo[2,3-d]-pyridazin-4-one. After completion of the reaction, the solid obtained from the reaction suspension by filtr... Run in O (Water). Reactants: BrC1=CC(=CN1)C=O (5-bromo-1H-pyrrole-3-carbaldehyde), CC1=C(C(=CC(=C1)C)C)B(O)O (2,4,6-trimethylphenylboronic acid), C([O-])([O-])=O.[Cs+].[Cs+] (cesium carbonate), C(C)(C)(C)P(C(C)(C)C)C(C)(C)C (tri-tert-butylphosphine), C1(=CC(=CC(=C1)C)C)C (mesitylene). RXN SMILES: Br[C:2]1[NH:6][CH:5]=[C:4]([CH:7]=[O:8])[CH:3]=1.[CH3:9][C:10]1[CH:15]=[C:14]([CH3:16])[CH:13]=[C:12]([CH3:17])[C:11]=1B(O)O.C(=O)([O-])[O-].[Cs+].[Cs+].C(P(C(C)(C)C)C(C)(C)C)(C)(C)C.C1(C)C=C(C)C=C(C)C=1>C1C=CC(/C=C/C(/C=C/C2C=CC=CC=2)=O)=CC=1.C1C=CC(/C=C/C(/C=C/C2C=CC=CC=2)=O)=CC=1.C1C=CC(/C=C/C(/C=C/C2C=CC=CC=2)=O)=CC=1.[Pd].[Pd].O>[C:10]1([CH3:9])[CH:15]=[C:14]([CH3:16])[CH:13]=[C:12]([CH3:17])[C:11]=1[C:2]1[NH:6][CH:5]=[C:4]([CH:7]=[O:8])[CH:3]=1 |f:2.3.4,7.8.9.10.11|. Procedure: A mixture of 5-bromo-1H-pyrrole-3-carbaldehyde (0.87 g), 2,4,6-trimethylphenylboronic acid (3.28 g), cesium carbonate (13.0 g), tri-tert-butylphosphine (0.10 g), tris(dibenzylideneacetone)dipalladium (0) (0.23 g) and mesitylene (200 mL) was stirred with heating under reflux for 5 hr. Water was added to the reaction mixture, and the mixture was extracted with ethyl acetate. The extract was washed with saturated brine, dried over anhydrous sodium sulfate, and concentrated under reduced pressure. T... Reagents/catalysts: C=1C=CC(=CC1)/C=C/C(=O)/C=C/C2=CC=CC=C2.C=1C=CC(=CC1)/C=C/C(=O)/C=C/C2=CC=CC=C2.C=1C=CC(=CC1)/C=C/C(=O)/C=C/C2=CC=CC=C2.[Pd].[Pd] (tris(dibenzylideneacetone)dipalladium). Product: C1(=C(C(=CC(=C1)C)C)C1=CC(=CN1)C=O)C (5-mesityl-1H-pyrrole-3-carbaldehyde).